From a dataset of the Open Reaction Database (ORD), a public repository of structured organic reaction records. describe an organic reaction: reactants, conditions, products, and yield Reactants: BrC1=CC(=C(C#N)C=C1)F (4-bromo-2-fluorobenzonitrile), C([O-])([O-])=O.[Cs+].[Cs+] (caesium carbonate), CC1(C2=CC=CC(=C2OC=2C(=CC=CC12)P(C1=CC=CC=C1)C1=CC=CC=C1)P(C1=CC=CC=C1)C1=CC=CC=C1)C ((9,9-dimethyl-9H-xanthene-4,5-diyl)bis(diphenylphosphane)), COC=1C=C(C=NC1)C1=CC=CC=2NC3=CC=CC=C3C12 (4-(5-methoxypyridin-3-yl)-9H-carbazole). The reagents and catalysts are C(C)(=O)[O-].[Pd+2].C(C)(=O)[O-] (palladium acetate). The solvent is O1CCOCC1 (dioxane). Yields the product FC1=C(C#N)C=CC(=C1)N1C2=CC=CC=C2C=2C(=CC=CC12)C=1C=NC=C(C1)OC (2-fluoro-4-[4-(5-methoxypyridin-3-yl)-9H-carbazol-9-yl]benzonitrile). The yield is 80.0%. Reaction SMILES: Br[C:2]1[CH:9]=[CH:8][C:5]([C:6]#[N:7])=[C:4]([F:10])[CH:3]=1.C(=O)([O-])[O-].[Cs+].[Cs+].CC1(C)C2C=CC=C(P(C3C=CC=CC=3)C3C=CC=CC=3)C=2OC2C1=CC=CC=2P(C1C=CC=CC=1)C1C=CC=CC=1.[CH3:59][O:60][C:61]1[CH:62]=[C:63]([C:67]2[C:79]3[C:78]4[C:73](=[CH:74][CH:75]=[CH:76][CH:77]=4)[NH:72][C:71]=3[CH:70]=[CH:69][CH:68]=2)[CH:64]=[N:65][CH:66]=1>O1CCOCC1.C([O-])(=O)C.[Pd+2].C([O-])(=O)C>[F:10][C:4]1[CH:3]=[C:2]([N:72]2[C:71]3[CH:70]=[CH:69][CH:68]=[C:67]([C:63]4[CH:64]=[N:65][CH:66]=[C:61]([O:60][CH3:59])[CH:62]=4)[C:79]=3[C:78]3[C:73]2=[CH:74][CH:75]=[CH:76][CH:77]=3)[CH:9]=[CH:8][C:5]=1[C:6]#[N:7] |f:1.2.3,7.8.9|. Procedure details: 0.74 g of 4-bromo-2-fluorobenzonitrile, 3.07 g of caesium carbonate, 0.172 g of (9,9-dimethyl-9H-xanthene-4,5-diyl)bis(diphenylphosphane) and 0.055 g of palladium acetate are successively added, under argon, to a solution of 0.68 g of 4-(5-methoxypyridin-3-yl)-9H-carbazole in 30 ml of dioxane. The reaction mixture is refluxed for 2 and a half hours, cooled to ambient temperature, filtered through celite and concentrated under reduced pressure. The residue is purified by silica gel chromatography... Starting materials: C1(=CC=CC=C1)CCCN (3-phenylpropylarnine), C1(=CC=CC=C1)S(=O)(=O)Cl (benzenesulfonyl chloride), N (NH3). Yields the product C1CC(CCC1)CCCNS(=O)(=O)C1=CC=CC=C1 (N-3-Cyclohexylpropylbenzenesulfonamide). RXN SMILES: [C:1]1([CH2:7][CH2:8][CH2:9][NH2:10])[CH:6]=[CH:5][CH:4]=[CH:3][CH:2]=1.[C:11]1([S:17](Cl)(=[O:19])=[O:18])[CH:16]=[CH:15][CH:14]=[CH:13][CH:12]=1.N>>[CH2:3]1[CH2:4][CH2:5][CH2:6][CH:1]([CH2:7][CH2:8][CH2:9][NH:10][S:17]([C:11]2[CH:16]=[CH:15][CH:14]=[CH:13][CH:12]=2)(=[O:19])=[O:18])[CH2:2]1. Reported procedure: The title compound was prepared according to example 1063A (replacing phenethylamine with 3-phenylpropylarnine, and example 1063B, replacing p-toluenesulfonyl chloride with benzenesulfonyl chloride to afford a colorless oil. MS (DCI/NH3) m/e 299 (M+NH4)+. Starting materials: C(C)(=O)O[C@@H]1[C@@]2([C@]3(C=CC(C=C3CC[C@H]2[C@@H]2CC[C@@H]([C@@]2(C)C1)O)=O)C)F ((11β,17β)-11-(acetyloxy)-9-fluoro-17-hydroxyandrosta-1,4-dien-3-one), CS(=O)C (dimethylsulfoxide), O (water), steroid. Solvent: C(C)(=O)O (acetic acid), C(C)(=O)OC(C)=O (acetic anhydride). The product is ( i ), C(C)(=O)O[C@@H]1[C@@]2([C@]3(C=CC(C=C3CC[C@H]2[C@@H]2CC[C@@H]([C@@]2(C)C1)OCSC)=O)C)F ((11β,17β)-11-(Acetyloxy)-9-fluoro-17-[(methylthio)methoxy]androsta-1,4-dien-3-one). As a reaction SMILES: [C:1]([O:4][C@H:5]1[CH2:22][C@@:20]2([CH3:21])[C@@H:16]([CH2:17][CH2:18][C@@H:19]2[OH:23])[C@H:15]2[C@@:6]1([F:26])[C@:7]1([CH3:25])[C:12]([CH2:13][CH2:14]2)=[CH:11][C:10](=[O:24])[CH:9]=[CH:8]1)(=[O:3])[CH3:2].O.[CH3:28][S:29]([CH3:31])=O>C(O)(=O)C.C(OC(=O)C)(=O)C>[C:1]([O:4][C@H:5]1[CH2:22][C@@:20]2([CH3:21])[C@@H:16]([CH2:17][CH2:18][C@@H:19]2[O:23][CH2:28][S:29][CH3:31])[C@H:15]2[C@@:6]1([F:26])[C@:7]1([CH3:25])[C:12]([CH2:13][CH2:14]2)=[CH:11][C:10](=[O:24])[CH:9]=[CH:8]1)(=[O:3])[CH3:2]. Procedure details: To a solution of (11β,17β)-11-(acetyloxy)-9-fluoro-17-hydroxyandrosta-1,4-dien-3-one (1.6 g, 4.42 mmole) in dry dimethylsulfoxide (30 ml), acetic acid (10 ml) and acetic anhydride (20 ml) were added. The starting steroid disappeared in 20 hours. The mixture was added into water and was extracted with chloroform (3×100 ml). The chloroform extracts were combined, washed with dilute brine and water, dried (anhydrous magnesium sulfate) and was evaporated in vacuo. The residue was dissolved in chloro... Starting materials: N1C(CC2=CC=CC=C12)=O (indolin-2-one), C1(CC1)C1=NN(C2=CC(=CC=C12)C=O)COCC[Si](C)(C)C (3-cyclopropyl-1-((2-(trimethylsilyl)ethoxy)methyl)-1H-indazole-6-carbaldehyde). Product: C1(CC1)C1=NN(C2=CC(=CC=C12)\C=C/1\C(NC2=CC=CC=C12)=O)COCC[Si](C)(C)C ((E)-3-((3-cyclopropyl-1-((2-(trimethylsilyl)ethoxy)methyl)-1H-indazol-6-yl)methyl-ene)indolin-2-one). Yield: 85.5%. RXN SMILES: [NH:1]1[C:9]2[C:4](=[CH:5][CH:6]=[CH:7][CH:8]=2)[CH2:3][C:2]1=[O:10].[CH:11]1([C:14]2[C:22]3[C:17](=[CH:18][C:19]([CH:23]=O)=[CH:20][CH:21]=3)[N:16]([CH2:25][O:26][CH2:27][CH2:28][Si:29]([CH3:32])([CH3:31])[CH3:30])[N:15]=2)[CH2:13][CH2:12]1>>[CH:11]1([C:14]2[C:22]3[C:17](=[CH:18][C:19](/[CH:23]=[C:3]4/[C:2](=[O:10])[NH:1][C:9]5[C:4]/4=[CH:5][CH:6]=[CH:7][CH:8]=5)=[CH:20][CH:21]=3)[N:16]([CH2:25][O:26][CH2:27][CH2:28][Si:29]([CH3:30])([CH3:32])[CH3:31])[N:15]=2)[CH2:12][CH2:13]1. Procedure: According to the method of Example A19, indolin-2-one (17 mg, 0.13 mmol) and 3-cyclopropyl-1-((2-(trimethylsilyl)ethoxy)methyl)-1H-indazole-6-carbaldehyde (40 mg, 0.13 mmol) were reacted to obtain crude product. The crude mixture was purified by prepTLC (SiO2 2% MeOH in DCM) to provide the title compound as a yellow solid (48 mg, 88%). MS ESI 432.2 [M+H]+, calcd for [C25H29N3O2Si+H]+ 432.6.